Dataset: the Open Reaction Database (ORD), a public repository of structured organic reaction records. Task: describe an organic reaction: reactants, conditions, products, and yield Reactants: CCOC(=O)CBr, O=C([O-])[O-], CCc1ccc(O)cc1, CC(C)=O, [K+], [K+]. RXN SMILES: [Br:16][CH2:17][C:18](=[O:19])[O:20][CH2:21][CH3:22].[C:10](=[O:11])([O-:12])[O-:13].[CH3:1][CH2:2][c:3]1[cH:4][cH:5][c:6]([OH:7])[cH:8][cH:9]1.[CH3:23][C:24](=[O:25])[CH3:26].[K+:14].[K+:15]>>[CH3:1][CH2:2][c:3]1[cH:4][cH:5][c:6]([O:7][CH2:17][C:18](=[O:19])[O:20][CH2:21][CH3:22])[cH:8][cH:9]1. Yields the product CCOC(=O)COc1ccc(CC)cc1. The reactants are C(CC=C)[Si](C)(C)C (3-butenyltrimethylsilane), Br (HBr), Grignard reagent, BrCCC=C (4-bromo-1-butene), C[Si](Cl)(C)C (trimethylchlorosilane). Product: BrCCCC[Si](C)(C)C (4-Bromobutyltrimethylsilane), [Br-] (bromide). The yield is 90.0%. RXN SMILES: [Br:1][CH2:2][CH2:3][CH:4]=[CH2:5].[CH3:6][Si:7]([CH3:10])([CH3:9])Cl.C([Si](C)(C)C)CC=C.[BrH:19]>>[Br:1][CH2:2][CH2:3][CH2:4][CH2:5][Si:7]([CH3:10])([CH3:9])[CH3:6].[Br-:19]. Procedure: 4-Bromobutyltrimethylsilane was prepared by the procedure of Perklev, Chem. Abstr., 49, 1541 (1955), involving the preparation of the Grignard reagent from 4-bromo-1-butene, its reaction with trimethylchlorosilane to give 3-butenyltrimethylsilane, and free radical catalyzed HBr addition. The latter addition gave 90% primary bromide. Using inadequate initiator gave mainly secondary bromide. Reactants: C(CN)N (ethylenediamine), Cuprous cyanide, BrC=1C=C2COC(C2=CC1)(C1=CC=C(C=C1)F)CCCN(C)C (5-bromo-1-(3-dimethylaminopropyl) 1-(4-fluorophenyl)-1,3-dihydroisobenzofuran), CN(C=O)C (N,N-dimethylformamide). Run in C1(=CC=CC=C1)C (toluene). Reaction conditions: temperature 145 celsius. The product is CN(C)CCCC1(C=2C=CC(=CC2CO1)C#N)C=3C=CC(=CC3)F (Citalopram). As a reaction SMILES: Br[C:2]1[CH:3]=[C:4]2[C:8](=[CH:9][CH:10]=1)[C:7]([CH2:18][CH2:19][CH2:20][N:21]([CH3:23])[CH3:22])([C:11]1[CH:16]=[CH:15][C:14]([F:17])=[CH:13][CH:12]=1)[O:6][CH2:5]2.[CH3:24][N:25](C)C=O.C(N)CN>C1(C)C=CC=CC=1>[CH3:22][N:21]([CH2:20][CH2:19][CH2:18][C:7]1([C:11]2[CH:16]=[CH:15][C:14]([F:17])=[CH:13][CH:12]=2)[O:6][CH2:5][C:4]2[CH:3]=[C:2]([C:24]#[N:25])[CH:10]=[CH:9][C:8]1=2)[CH3:23]. Procedure details: Cuprous cyanide (85.4 g, 0.95 mol) was added to 5-bromo-1-(3-dimethylaminopropyl) 1-(4-fluorophenyl)-1,3-dihydroisobenzofuran (200 g, 0.53 mol) and contents were heated to 140-150° C. After completion of reaction, N,N-dimethylformamide (200 ml) was added and reaction mass was further diluted with toluene (500 ml). The reaction mixture was cooled to 80° C. where aqueous ethylenediamine (50% w/v) was added and layers were separated. The organic layer was washed sequentially with aqueous EDTA (2% w... The reactants are IC=1C(=NC=CC1)OC1=CC=C(C=C1)NC=1SC2=C(N1)C=CC=C2 (N-(4-(3-iodopyridin-2-yloxy)phenyl)benzo[d]thiazol-2-amine), CN(C1CCCCC1)C1CCCCC1 (N-methyldicyclohexylamine), O1CC=CC1 (2,5-dihydrofuran). The reagents and catalysts are CC(C)([P](C(C)(C)C)([Pd][P](C(C)(C)C)(C(C)(C)C)C(C)(C)C)C(C)(C)C)C (bis(tri-tert-butylphosphine)palladium). Run in O1CCOCC1 (dioxane), CO (MeOH). Conditions: time 3 hour. Yields the product O1C(CC=C1)C=1C(=NC=CC1)OC1=CC=C(C=C1)NC=1SC2=C(N1)C=CC=C2 (N-(4-(3-(2,3-dihydrofuran-2-yl)pyridin-2-yloxy)phenyl)benzo[d]thiazol-2-amine). RXN SMILES: I[C:2]1[C:3]([O:8][C:9]2[CH:14]=[CH:13][C:12]([NH:15][C:16]3[S:17][C:18]4[CH:24]=[CH:23][CH:22]=[CH:21][C:19]=4[N:20]=3)=[CH:11][CH:10]=2)=[N:4][CH:5]=[CH:6][CH:7]=1.CN(C1CCCCC1)C1CCCCC1.[O:39]1[CH2:43][CH:42]=[CH:41][CH2:40]1>O1CCOCC1.CO.CC(C)([P](C(C)(C)C)([Pd][P](C(C)(C)C)(C(C)(C)C)C(C)(C)C)C(C)(C)C)C>[O:39]1[CH:40]=[CH:41][CH2:42][CH:43]1[C:2]1[C:3]([O:8][C:9]2[CH:14]=[CH:13][C:12]([NH:15][C:16]3[S:17][C:18]4[CH:24]=[CH:23][CH:22]=[CH:21][C:19]=4[N:20]=3)=[CH:11][CH:10]=2)=[N:4][CH:5]=[CH:6][CH:7]=1 |^1:54,60|. Procedure: A mixture of N-(4-(3-iodopyridin-2-yloxy)phenyl)benzo[d]thiazol-2-amine (0.403 g, 0.905 mmol), N-methyldicyclohexylamine (0.400 mL, 1.886 mmol, Aldrich), bis(tri-tert-butylphosphine)palladium (0) (0.045 g, 0.088 mmol, Strem) and 2,5-dihydrofuran (0.500 mL, 6.78 mmol, Aldrich) in 5 mL of dioxane was capped under an atmosphere of argon and stirred at rt for 3 h and then heated at 45° C. overnight. The reaction mixture was diluted with MeOH, evaporated onto silica gel and purified by flash chromato...